Dataset: the Open Reaction Database (ORD), a public repository of structured organic reaction records. Task: describe an organic reaction: reactants, conditions, products, and yield Reactants: [Cl-].[NH4+] (ammonium chloride), Cl (hydrochloric acid), [Si](C1=CC=CC=C1)(C1=CC=CC=C1)(C(C)(C)C)OC[C@@H](COCC(=O)C1=CC=C(C=C1)Cl)NC(OC(C)(C)C)=O (tert-butyl {(R)-1-(tert-butyldiphenylsilanyloxymethyl)-2-[2-(4-chlorophenyl)-2-oxoethoxy]ethyl}carbamate), solution, [F-].C(CCC)[N+](CCCC)(CCCC)CCCC (tetrabutylammonium fluoride), crude product. The solvent is C(C)(=O)OCC (ethyl acetate), C(C)(=O)OCC (ethyl acetate), C1CCOC1 (THF), C1CCOC1 (THF). Yields the product ClC1=CC=C(C=C1)[C@@H]1COC[C@@H](N1)CO ([(3S,5R)-5-(4-chlorophenyl)morpholin-3-yl]methanol). Yield: 22.9%. Reaction SMILES: Cl.[Si]([O:19][CH2:20][C@H:21]([NH:34]C(=O)OC(C)(C)C)[CH2:22][O:23][CH2:24][C:25]([C:27]1[CH:32]=[CH:31][C:30]([Cl:33])=[CH:29][CH:28]=1)=O)(C(C)(C)C)(C1C=CC=CC=1)C1C=CC=CC=1.[F-].C([N+](CCCC)(CCCC)CCCC)CCC.[Cl-].[NH4+]>C(OCC)(=O)C.C1COCC1>[Cl:33][C:30]1[CH:31]=[CH:32][C:27]([C@H:25]2[NH:34][C@@H:21]([CH2:20][OH:19])[CH2:22][O:23][CH2:24]2)=[CH:28][CH:29]=1 |f:2.3,4.5|. Procedure: A solution of 4 N hydrochloric acid in ethyl acetate (18 mL) was added to tert-butyl {(R)-1-(tert-butyldiphenylsilanyloxymethyl)-2-[2-(4-chlorophenyl)-2-oxoethoxy]ethyl}carbamate (960 mg) under ice-cooling. The reaction solution was stirred under ice-cooling for 30 minutes and subsequently at room temperature for 30 minutes, and then concentrated under reduced pressure. Platinum oxide (37.4 mg) was added to a solution of the resulting residue in methanol (18 mL), and the reaction solution was st...